This data is from the Open Reaction Database (ORD), a public repository of structured organic reaction records. The task is: describe an organic reaction: reactants, conditions, products, and yield Starting materials: C#CCN, COc1cc(C)oc(=O)c1C(=O)C=Cc1cccc(C=CC#N)c1, c1ccccc1. The product is C#CCNc1cc(C)oc(=O)c1C(=O)C=Cc1cccc(C=CC#N)c1. As a reaction SMILES: [CH2:25]([C:26]#[CH:27])[NH2:28].[CH3:1][O:2][c:3]1[c:4]([C:11]([CH:12]=[CH:13][c:14]2[cH:15][c:16]([CH:20]=[CH:21][C:22]#[N:23])[cH:17][cH:18][cH:19]2)=[O:24])[c:5](=[O:10])[o:6][c:7]([CH3:9])[cH:8]1.[cH:29]1[cH:30][cH:31][cH:32][cH:33][cH:34]1>>[c:3]1([NH:28][CH2:25][C:26]#[CH:27])[c:4]([C:11]([CH:12]=[CH:13][c:14]2[cH:15][c:16]([CH:20]=[CH:21][C:22]#[N:23])[cH:17][cH:18][cH:19]2)=[O:24])[c:5](=[O:10])[o:6][c:7]([CH3:9])[cH:8]1. Starting materials: [OH-].[K+] (potassium hydroxide), CN1C(C(=CC=C1)C1OCCO1)=O (1-methyl-3-(1,3-dioxolan-2-yl)-2(1H)-pyridone), [I-].O1C(OCC1)C=1C=[NH+]C=CC1 (3-(1,3-Dioxolan-2-yl)-1-pyridinium iodide), C1(=CC=CC=C1)C (toluene). Reagents/catalysts: [Fe-3](C#N)(C#N)(C#N)(C#N)(C#N)C#N.[K+].[K+].[K+] (potassium ferricyanide). The solvent is O (water), O (water), O (water). Conditions: temperature 40 celsius, time 30 minute. The product is CN1C(C=CC(=C1)C1OCCO1)=O (1-methyl-5-(1,3-dioxolan-2-yl)-2(1H)-pyridone). The yield is 82.0%. Reaction SMILES: [I-].[O:2]1CCOC1C1C=[NH+]C=CC=1.[OH-].[K+].C1(C)C=CC=CC=1.[CH3:22][N:23]1[CH:28]=[CH:27][CH:26]=[C:25]([CH:29]2[O:33][CH2:32][CH2:31][O:30]2)[C:24]1=O>O.[Fe-3](C#N)(C#N)(C#N)(C#N)(C#N)C#N.[K+].[K+].[K+]>[CH3:22][N:23]1[CH:24]=[C:25]([CH:29]2[O:33][CH2:32][CH2:31][O:30]2)[CH:26]=[CH:27][C:28]1=[O:2] |f:0.1,2.3,7.8.9.10|. Procedure: 3-(1,3-Dioxolan-2-yl)-1-pyridinium iodide (1.85 g, 6.31 mmol) was dissolved in water (40 mL). To this, a solution of potassium ferricyanide (22.9 g, 69.4 mmol) in water (50 mL) was added dropwise under a nitrogen atmosphere at 0° C. over 1 hour. To this, a solution of potassium hydroxide (55.9 g, 100 mmol) in water (9.5 mL) was added dropwise at the same temperature over 30 minutes. To this, toluene (65 mL) was added and the mixture was stirred at 40° C. for 30 minutes. Then, extraction with dic...